Dataset: the Open Reaction Database (ORD), a public repository of structured organic reaction records. Task: describe an organic reaction: reactants, conditions, products, and yield Reactants: CC(C)O, O=[N+]([O-])c1ccc(Oc2ncc(C(F)(F)F)cc2Cl)cc1, Cl, [Fe], O. Product: Nc1ccc(Oc2ncc(C(F)(F)F)cc2Cl)cc1. As a reaction SMILES: [CH:22]([OH:23])([CH3:24])[CH3:25].[Cl:1][c:2]1[c:3]([O:12][c:13]2[cH:14][cH:15][c:16]([N+:19]([O-:20])=[O:21])[cH:17][cH:18]2)[n:4][cH:5][c:6]([C:8]([F:9])([F:10])[F:11])[cH:7]1.[ClH:26].[Fe:27].[OH2:28]>>[Cl:1][c:2]1[c:3]([O:12][c:13]2[cH:14][cH:15][c:16]([NH2:19])[cH:17][cH:18]2)[n:4][cH:5][c:6]([C:8]([F:9])([F:10])[F:11])[cH:7]1.